Dataset: the Open Reaction Database (ORD), a public repository of structured organic reaction records. Task: describe an organic reaction: reactants, conditions, products, and yield Starting materials: COC1=CC(CC1)=O (3-methoxy-2-cyclopentene-1-one), [Li]CCCC (n-BuLi), solution, COCOC1=CC(=C(C=C1)Br)OCOC (1,3-Bis(methoxymethoxy)-4-bromobenzene), CN(CCN(C)C)C (N,N,N′,N′-Tetramethylethylene diamine), Cl (HCl). Run in C1CCOC1 (THF), hexanes, C1CCOC1 (THF). Conditions: temperature -78 celsius, time 1 hour. The product is COCOC1=C(C=CC(=C1)OCOC)C1=CC(CC1)=O (3-[2,4-Bis(methoxymethoxy)phenyl]-2-cyclopenten-1-one). The yield is 12.7%. As a reaction SMILES: [CH3:1][O:2][CH2:3][O:4][C:5]1[CH:10]=[CH:9][C:8](Br)=[C:7]([O:12][CH2:13][O:14][CH3:15])[CH:6]=1.CN(C)CCN(C)C.[Li]CCCC.C[O:30][C:31]1[CH2:35][CH2:34][C:33](=O)[CH:32]=1.Cl>C1COCC1>[CH3:15][O:14][CH2:13][O:12][C:7]1[CH:6]=[C:5]([O:4][CH2:3][O:2][CH3:1])[CH:10]=[CH:9][C:8]=1[C:33]1[CH2:34][CH2:35][C:31](=[O:30])[CH:32]=1. Procedure: 1,3-Bis(methoxymethoxy)-4-bromobenzene (1.0 g) was dissolved in THF (20 ml) and cooled to −78° C. under argon. N,N,N′,N′-Tetramethylethylene diamine was added followed by dropwise addition of n-BuLi (3.4 ml of a 2.2M solution in hexanes) over 10 mins. After stirring at −78° C. for 1 hr, a solution of 3-methoxy-2-cyclopentene-1-one (605 mg) in THF (5 ml) was added slowly. The reaction mixture was stirred at −78° C. for 1 hr before warming to 0° C. 1M HCl (20 ml) was added, and after 10 min the mi... The reactants are [H-], O=C([O-])CI, [Na+], [Na+], C1CCOC1, OC1CCOCC1, O. Yields the product O=C(O)COC1CCOCC1. As a reaction SMILES: [H-:14].[I:8][CH2:9][C:10](=[O:11])[O-:12].[Na+:13].[Na+:15].[O:17]1[CH2:18][CH2:19][CH2:20][CH2:21]1.[O:1]1[CH2:2][CH2:3][CH:4]([OH:7])[CH2:5][CH2:6]1.[OH2:16]>>[O:1]1[CH2:2][CH2:3][CH:4]([O:7][CH2:9][C:10](=[O:11])[OH:12])[CH2:5][CH2:6]1.